This data is from the Open Reaction Database (ORD), a public repository of structured organic reaction records. The task is: describe an organic reaction: reactants, conditions, products, and yield The reactants are COc1ccc(S(=O)(=O)NCC2=CCC(NC(=O)c3ccc4ccccc4c3)C(=O)N(CC(=O)NC3CC(=O)OC3O)C2)cc1, Cc1cccc(S(=O)(=O)NCC2=CCC(NC(=O)c3ccc4ccccc4c3)C(=O)N(CC(=O)NC3CC(=O)OC3O)C2)c1. The product is O=C(CN1CC(CNS(=O)(=O)c2ccccc2)=CCC(NC(=O)c2ccc3ccccc3c2)C1=O)NC1CC(=O)OC1O. RXN SMILES: [OH:1][CH:2]1[O:3][C:4](=[O:45])[CH2:5][CH:6]1[NH:7][C:8](=[O:9])[CH2:10][N:11]1[C:12](=[O:44])[CH:13]([NH:31][C:32](=[O:33])[c:34]2[cH:35][c:36]3[cH:37][cH:38][cH:39][cH:40][c:41]3[cH:42][cH:43]2)[CH2:14][CH:15]=[C:16]([CH2:18][NH:19][S:20](=[O:21])(=[O:22])[c:23]2[cH:24][cH:25][c:26]([O:29][CH3:30])[cH:27][cH:28]2)[CH2:17]1.[OH:46][CH:47]1[CH:48]([NH:49][C:50]([CH2:51][N:52]2[CH2:53][C:54]([CH2:55][NH:56][S:57]([c:58]3[cH:59][c:60]([CH3:61])[cH:62][cH:63][cH:64]3)(=[O:65])=[O:66])=[CH:67][CH2:68][CH:69]([NH:70][C:71]([c:72]3[cH:73][cH:74][c:75]4[c:76]([cH:77][cH:78][cH:79][cH:80]4)[cH:81]3)=[O:82])[C:83]2=[O:84])=[O:85])[CH2:86][C:87](=[O:88])[O:89]1>>[OH:1][CH:2]1[O:3][C:4](=[O:45])[CH2:5][CH:6]1[NH:7][C:8](=[O:9])[CH2:10][N:11]1[C:12](=[O:44])[CH:13]([NH:31][C:32](=[O:33])[c:34]2[cH:35][c:36]3[cH:37][cH:38][cH:39][cH:40][c:41]3[cH:42][cH:43]2)[CH2:14][CH:15]=[C:16]([CH2:18][NH:19][S:20](=[O:21])(=[O:22])[c:23]2[cH:24][cH:25][cH:26][cH:27][cH:28]2)[CH2:17]1. Run in C1=CC=CC=C1 (benzene). The yield is 99.7%. Reported procedure: A solution of trans-3-chlorocinnamic acid (25.5 g) and thionyl chloride (33.6 g) in dry benzene (300 ml) was heated at reflux until the evolution of HCl and SO2 had ceased. Excess thionyl chloride and benzene were removed by distillation under reduced pressure to give trans-3-chlorocinnamoyl chloride (28 g) as an oil. A solution of trans-3-cinnamoyl chloride (4.0 g) in dry toluene (75 ml) was added with stirring to a solution of pyrrolidine (4.3 g) in dry benzene (75 ml) at ambient temperature. ... The product is ClC=1C=C(/C=C/C(=O)Cl)C=CC1 (trans-3-chlorocinnamoyl chloride). RXN SMILES: [Cl:1][C:2]1[CH:3]=[C:4]([CH:10]=[CH:11][CH:12]=1)/[CH:5]=[CH:6]/[C:7](O)=[O:8].S(Cl)([Cl:15])=O.Cl>C1C=CC=CC=1>[Cl:1][C:2]1[CH:3]=[C:4]([CH:10]=[CH:11][CH:12]=1)/[CH:5]=[CH:6]/[C:7]([Cl:15])=[O:8]. The reactants are ClC=1C=C(/C=C/C(=O)O)C=CC1 (trans-3-chlorocinnamic acid), S(=O)(Cl)Cl (thionyl chloride), Cl (HCl). The reactants are [N+](=O)([O-])C=1C=C(C=C(C1)[N+](=O)[O-])N1C=CC=C1 (1-(3,5-dinitro-phenyl)-1H-pyrrole), N1=CC=CC=C1 (pyridine), aqueous solution, ammonium sulfide. Solvent: C(C)O (ethanol), O (water). Conditions: time 4 hour. The product is [N+](=O)([O-])C=1C=C(C=C(C1)N1C=CC=C1)N (3-Nitro-5-pyrrol-1-yl-phenylamine). Isolated yield 98.0%. RXN SMILES: [N+:1]([C:4]1[CH:5]=[C:6]([N:13]2[CH:17]=[CH:16][CH:15]=[CH:14]2)[CH:7]=[C:8]([N+:10]([O-:12])=[O:11])[CH:9]=1)([O-])=O.N1C=CC=CC=1.[NH4+]=S>C(O)C.O>[N+:10]([C:8]1[CH:9]=[C:4]([NH2:1])[CH:5]=[C:6]([N:13]2[CH:14]=[CH:15][CH:16]=[CH:17]2)[CH:7]=1)([O-:12])=[O:11]. Procedure details: To a solution of 1-(3,5-dinitro-phenyl)-1H-pyrrole (8.2 g, 35.19 mmol) and pyridine (10 ml) in ethanol (100 ml), at 80° C., was added a 20% aqueous solution of ammonium sulfide (38.4 ml, 140.76 mmol, 4.0 eq.) in water (10 ml). The mixture was stirred at the same temperature for 4 h. The mixture was quenched with ice water (200 ml) and the precipitated solid was filtered. The filtered solid was dried under vacuum to afford the product in 98% yield (7.0 g). Reactants: CC(=O)OC(C)=O, Cl, c1ccncc1, Oc1n[nH]cc1-c1ccncc1. Product: CC(=O)n1cc(-c2ccncc2)c(O)n1. RXN SMILES: [CH3:14][C:15](=[O:16])[O:17][C:18](=[O:19])[CH3:20].[ClH:1].[cH:21]1[cH:22][cH:23][n:24][cH:25][cH:26]1.[n:2]1[cH:3][cH:4][c:5](-[c:8]2[c:9]([OH:13])[n:10][nH:11][cH:12]2)[cH:6][cH:7]1>>[n:2]1[cH:3][cH:4][c:5](-[c:8]2[c:9]([OH:13])[n:10][n:11]([C:15]([CH3:14])=[O:16])[cH:12]2)[cH:6][cH:7]1. The reactants are Cc1ccccc1, CCOC(=O)CCC(N)c1cccc(OC)c1. Product: COc1cccc(C2CCC(=O)N2)c1. RXN SMILES: [CH3:18][c:19]1[cH:20][cH:21][cH:22][cH:23][cH:24]1.[NH2:1][CH:2]([CH2:3][CH2:4][C:5](=[O:6])[O:7][CH2:8][CH3:9])[c:10]1[cH:11][c:12]([O:16][CH3:17])[cH:13][cH:14][cH:15]1>>[NH:1]1[CH:2]([c:10]2[cH:11][c:12]([O:16][CH3:17])[cH:13][cH:14][cH:15]2)[CH2:3][CH2:4][C:5]1=[O:6].